Task: describe an organic reaction: reactants, conditions, products, and yield. Dataset: the Open Reaction Database (ORD), a public repository of structured organic reaction records The reactants are COC=1C=C2[C@@H]([C@@H](COC2=CC1)C1=CC(=CC=C1)OC)C1=CC=C(C=C1)OCCN1CCCC1 ((±)-cis-6-methoxy-3-(3-methoxyphenyl)-4-(4-(2-pyrrolidinoethoxy)phenyl)-chromane), Cl.N1=CC=CC=C1 (pyridine hydrochloride). The product is OC=1C=C2[C@@H]([C@@H](COC2=CC1)C1=CC(=CC=C1)O)C1=CC=C(C=C1)OCCN1CCCC1 ((±)-cis-6-Hydroxy-3-(3-hydroxyphenyl)-4-(4-(2-pyrrolidinoethoxy)phenyl)chromane). RXN SMILES: C[O:2][C:3]1[CH:4]=[C:5]2[C:10](=[CH:11][CH:12]=1)[O:9][CH2:8][C@@H:7]([C:13]1[CH:18]=[CH:17][CH:16]=[C:15]([O:19]C)[CH:14]=1)[C@H:6]2[C:21]1[CH:26]=[CH:25][C:24]([O:27][CH2:28][CH2:29][N:30]2[CH2:34][CH2:33][CH2:32][CH2:31]2)=[CH:23][CH:22]=1.Cl.N1C=CC=CC=1>>[OH:2][C:3]1[CH:4]=[C:5]2[C:10](=[CH:11][CH:12]=1)[O:9][CH2:8][C@@H:7]([C:13]1[CH:18]=[CH:17][CH:16]=[C:15]([OH:19])[CH:14]=1)[C@H:6]2[C:21]1[CH:26]=[CH:25][C:24]([O:27][CH2:28][CH2:29][N:30]2[CH2:31][CH2:32][CH2:33][CH2:34]2)=[CH:23][CH:22]=1 |f:1.2|. Procedure: Thus, (±)-cis-6-methoxy-3-(3-methoxyphenyl)-4-(4-(2-pyrrolidinoethoxy)phenyl)-chromane (0.24 g, 0.52 mmol) was de-methylated by heating with pyridine hydrochloride (0.60 g, 5.20 mmol) to give the title compound, after purification and drying, as a colourless gum. Reactants: OC1=C(OC=CC1=O)C (3-hydroxy-2-methyl-4-pyrone), BrCCCO (3-bromo-1-propanol), C(=O)([O-])[O-].[K+].[K+] (K2CO3). The solvent is CC(=O)C (acetone). Conditions: time 3 day. Product: OCCCOC1=C(OC=CC1=O)C (3-(3-Hydroxy-1-propoxy)-2-methyl-4-pyrone). The yield is 7.3%. Reaction SMILES: [OH:1][C:2]1[C:7](=[O:8])[CH:6]=[CH:5][O:4][C:3]=1[CH3:9].Br[CH2:11][CH2:12][CH2:13][OH:14].C([O-])([O-])=O.[K+].[K+]>CC(C)=O>[OH:14][CH2:13][CH2:12][CH2:11][O:1][C:2]1[C:7](=[O:8])[CH:6]=[CH:5][O:4][C:3]=1[CH3:9] |f:2.3.4|. Procedure details: A suspension of 3-hydroxy-2-methyl-4-pyrone (25 g, 200 mmol), 3-bromo-1-propanol (70 g, 500 mmol) and K2CO3 (111 g 800 mmol) in 600 ml acetone was stirred for three days. The solvent was evaporated and the residue partitioned between 300 ml methylene chloride and 500 ml 2.5% NaOH. The aqueous layer was separated and extracted with 2×300 ml methylene chloride. The organic phases were combined, dried over Na2SO4 and evaporated at 50° C. Eight grams of the residue (24 g) was chromatographed on sili... Starting materials: diacetato-bis-(tris-o-tolylphosphine) palladium(II), BrC1=CC=C(C=O)C=C1 (4-bromobenzaldehyde), C(C=C)#N (acrylonitrile), C(C)(=O)[O-].[Na+] (sodium acetate). The reagents and catalysts are [Pd] (Pd). Run in CN(C)C=O (DMF), CN(C)C=O (DMF). Conditions: temperature 130 celsius, time 10 hour. The product is C(=O)C1=CC=C(C=CC#N)C=C1 (4-formylcinnamonitrile). The yield is 72.8%. As a reaction SMILES: Br[C:2]1[CH:9]=[CH:8][C:5]([CH:6]=[O:7])=[CH:4][CH:3]=1.[C:10](#[N:13])[CH:11]=[CH2:12].C([O-])(=O)C.[Na+]>CN(C=O)C.[Pd]>[CH:6]([C:5]1[CH:8]=[CH:9][C:2]([CH:12]=[CH:11][C:10]#[N:13])=[CH:3][CH:4]=1)=[O:7] |f:2.3|. Reported procedure: A stock solution consisting of 0.0260 g (3.125×10-5 mol) of diacetato-bis-(tris-o-tolylphosphine)-palladium(II) in 50 ml of DMF is prepared under argon. 1 ml of stock solution, 4.63 g (25 mmols) of 4-bromobenzaldehyde, 1.83 ml (27.5 mmols) of acrylonitrile and 2.26 g (27.5 mmols) of anhydrous sodium acetate are added to 9 ml of DMF under argon, and the reaction mixture is stirred at 130° C. for 10 hours. 2.86 g (18.2 mmols) of 4-formylcinnamonitrile are obtained, corresponding to a yield of 73% ... RXN SMILES: CCOC(/N=N/C(OCC)=O)=O.[CH3:13][O:14][C:15]1[CH:72]=[CH:71][C:18]([C:19]([NH:32][C:33]2[N:41]=[CH:40][N:39]=[C:38]3[C:34]=2[N:35]=[CH:36][N:37]3[C@H:42]2[O:47][C@@H:46]([CH2:48][O:49][C:50]([C:65]3[CH:70]=[CH:69][CH:68]=[CH:67][CH:66]=3)([C:59]3[CH:64]=[CH:63][CH:62]=[CH:61][CH:60]=3)[C:51]3[CH:56]=[CH:55][C:54]([O:57][CH3:58])=[CH:53][CH:52]=3)[C@@H:44]([OH:45])[CH2:43]2)([C:26]2[CH:31]=[CH:30][CH:29]=[CH:28][CH:27]=2)[C:20]2[CH:25]=[CH:24][CH:23]=[CH:22][CH:21]=2)=[CH:17][CH:16]=1.C1(P(C2C=CC=CC=2)C2C=CC=CC=2)C=CC=CC=1.[C:92](O)(=[O:99])[C:93]1[CH:98]=[CH:97][CH:96]=[CH:95][CH:94]=1>C1COCC1.CO>[CH3:13][O:14][C:15]1[CH:16]=[CH:17][C:18]([C:19]([NH:32][C:33]2[N:41]=[CH:40][N:39]=[C:38]3[C:34]=2[N:35]=[CH:36][N:37]3[C@H:42]2[O:47][C@@H:46]([CH2:48][O:49][C:50]([C:65]3[CH:66]=[CH:67][CH:68]=[CH:69][CH:70]=3)([C:59]3[CH:60]=[CH:61][CH:62]=[CH:63][CH:64]=3)[C:51]3[CH:52]=[CH:53][C:54]([O:57][CH3:58])=[CH:55][CH:56]=3)[C@H:44]([O:45][C:92](=[O:99])[C:93]3[CH:98]=[CH:97][CH:96]=[CH:95][CH:94]=3)[CH2:43]2)([C:20]2[CH:21]=[CH:22][CH:23]=[CH:24][CH:25]=2)[C:26]2[CH:27]=[CH:28][CH:29]=[CH:30][CH:31]=2)=[CH:71][CH:72]=1. Product: COC1=CC=C(C(C2=CC=CC=C2)(C2=CC=CC=C2)NC2=C3N=CN(C3=NC=N2)[C@@H]2C[C@@H](OC(C3=CC=CC=C3)=O)[C@@H](O2)COC(C2=CC=C(C=C2)OC)(C2=CC=CC=C2)C2=CC=CC=C2)C=C1 (6-N-(4-Monomethoxytrityl)-9-(3-O-benzoyl-2-deoxy-5-O-(4-mono-methoxytrityl)-β-L-erythro-pentofuranosyl)adenine). Solvent: C1CCOC1 (THF), CO (methanol). Starting materials: CCOC(=O)/N=N/C(=O)OCC (diethylazodicarboxylate), COC1=CC=C(C(C2=CC=CC=C2)(C2=CC=CC=C2)NC2=C3N=CN(C3=NC=N2)[C@@H]2C[C@H](O)[C@@H](O2)COC(C2=CC=C(C=C2)OC)(C2=CC=CC=C2)C2=CC=CC=C2)C=C1 (6-N-(4-Monomethoxytrityl)-9-(2-deoxy-5-O-(4-monomethoxytrityl)-β-L-threo-pentofuranosyl)adenine), C1(=CC=CC=C1)P(C1=CC=CC=C1)C1=CC=CC=C1 (triphenylphosphine), C(C1=CC=CC=C1)(=O)O (benzoic acid). Conditions: time 18 hour. Procedure details: A solution of diethylazodicarboxylate (0.38 mL, 2.49 mmol) in dry tetrahydrofuiran (20 mL) was added dropwise to a cooled solution (0° C.) of nucleoside 7 (0.66 g, 0.83 mmol), triphenylphosphine (0.66 g, 2.49 mmol) and benzoic acid (0.30 g, 2.49 mmol) in dry THF (20 mL). The mixture was stirred at room temperature for 18 h and methanol (1 mL) was added. The solvents were removed under reduced pressure and the crude material was purified by silica gel column chromatography (0-5% ethyl acetate in ... Starting materials: C1(=CC=CC=C1)C=1N=C(OC1C1=CC=CC=C1)C=1[C@@](CCCC1)(CC1=CC(=CC=C1)O[Si](C1=CC=CC=C1)(C1=CC=CC=C1)C(C)(C)C)O[Si](C)(C)C ((R)-2-(4,5-diphenyloxazol-2-yl)-1-trimethylsilyloxy-1-[3-(tertbutyldiphenylsiloxy)benzyl]-2-cyclohexene), [F-].C(CCC)[N+](CCCC)(CCCC)CCCC (tetrabutylammonium fluoride), CCOC(=O)C (EtOAc). Solvent: C1CCOC1 (THF). Reaction conditions: time 4 hour. Yields the product C1(=CC=CC=C1)C=1N=C(OC1C1=CC=CC=C1)C=1[C@](CCCC1)(O)CC=1C=C(OCC(=O)OCC)C=CC1 (ethyl (R)-{3-{[2-(4,5-diphenyloxazole-2-yl)-1-hydroxy-2-cyclohexen-1-yl]methyl}phenoxy}-acetate). Reaction SMILES: [C:1]1([C:7]2[N:8]=[C:9]([C:18]3[C@:19]([O:49][Si](C)(C)C)([CH2:24][C:25]4[CH:30]=[CH:29][CH:28]=[C:27]([O:31][Si](C(C)(C)C)(C5C=CC=CC=5)C5C=CC=CC=5)[CH:26]=4)[CH2:20][CH2:21][CH2:22][CH:23]=3)[O:10][C:11]=2[C:12]2[CH:17]=[CH:16][CH:15]=[CH:14][CH:13]=2)[CH:6]=[CH:5][CH:4]=[CH:3][CH:2]=1.[F-].C([N+](CCCC)(CCCC)CCCC)CCC.[CH3:72][CH2:73][O:74][C:75]([CH3:77])=[O:76]>C1COCC1>[C:1]1([C:7]2[N:8]=[C:9]([C:18]3[C@@:19]([CH2:24][C:25]4[CH:26]=[C:27]([CH:28]=[CH:29][CH:30]=4)[O:31][CH2:77][C:75]([O:74][CH2:73][CH3:72])=[O:76])([OH:49])[CH2:20][CH2:21][CH2:22][CH:23]=3)[O:10][C:11]=2[C:12]2[CH:13]=[CH:14][CH:15]=[CH:16][CH:17]=2)[CH:2]=[CH:3][CH:4]=[CH:5][CH:6]=1 |f:1.2|. Procedure details: To a solution of (R)-2-(4,5-diphenyloxazol-2-yl)-1-trimethylsilyloxy-1-[3-(tertbutyldiphenylsiloxy)benzyl]-2-cyclohexene (10 g) in THF (50 ml) was added tetrabutylammonium fluoride (41 ml, 1M solution in THF) at room temperature. After being stirred for 4 hours, the mixture was diluted with EtOAc. The mixture was washed with 1N-HCl solution and brine and evaporated. The residue was dissolved in DMF (50 ml), followed by addition of K2CO3 (5 g) and ethyl bromoacetate (2.0 ml) at room temperature. ... The reactants are C(C1=CC=CC=C1)C1=C(C2=C(N(C(=N2)C2=CC=C(C=C2)C(C)C)CCOC)C(=C1)OC)I (5-benzyl-4-iodo-2-(4-isopropyl-phenyl)-7-methoxy-1-(2-methoxy-ethyl)-1H-benzoimidazole), C(CCC)[Sn](C=C)(CCCC)CCCC (tributyl(vinyl)stannane). The reagents and catalysts are [Pd](Cl)Cl.C1(=CC=CC=C1)P(C1=CC=CC=C1)C1=CC=CC=C1.C1(=CC=CC=C1)P(C1=CC=CC=C1)C1=CC=CC=C1 (bis(triphenylphosphine) palladium (II) dichloride). The solvent is C1CCOC1 (THF). Product: C(C1=CC=CC=C1)C1=C(C2=C(N(C(=N2)C2=CC=C(C=C2)C(C)C)CCOC)C(=C1)OC)C=C (5-Benzyl-2-(4-isopropyl-phenyl)-7-methoxy-1-(2-methoxy-ethyl)-4-vinyl-1H-benzoimidazole). Reaction SMILES: [CH2:1]([C:8]1[CH:29]=[C:28]([O:30][CH3:31])[C:11]2[N:12]([CH2:24][CH2:25][O:26][CH3:27])[C:13]([C:15]3[CH:20]=[CH:19][C:18]([CH:21]([CH3:23])[CH3:22])=[CH:17][CH:16]=3)=[N:14][C:10]=2[C:9]=1I)[C:2]1[CH:7]=[CH:6][CH:5]=[CH:4][CH:3]=1.[CH2:33]([Sn](CCCC)(CCCC)C=C)[CH2:34]CC>C1COCC1.[Pd](Cl)Cl.C1(P(C2C=CC=CC=2)C2C=CC=CC=2)C=CC=CC=1.C1(P(C2C=CC=CC=2)C2C=CC=CC=2)C=CC=CC=1>[CH2:1]([C:8]1[CH:29]=[C:28]([O:30][CH3:31])[C:11]2[N:12]([CH2:24][CH2:25][O:26][CH3:27])[C:13]([C:15]3[CH:20]=[CH:19][C:18]([CH:21]([CH3:23])[CH3:22])=[CH:17][CH:16]=3)=[N:14][C:10]=2[C:9]=1[CH:33]=[CH2:34])[C:2]1[CH:7]=[CH:6][CH:5]=[CH:4][CH:3]=1 |f:3.4.5|. Procedure: A mixture of 300 mg (0.556 mmol) 5-benzyl-4-iodo-2-(4-isopropyl-phenyl)-7-methoxy-1-(2-methoxy-ethyl)-1H-benzoimidazole, 40 mg bis(triphenylphosphine) palladium (II) dichloride and 0.2 ml tributyl(vinyl)stannane in 3 ml THF is stirred at reflux temperature for 24 h. The reaction mixture is concentrated in vacuo and the residue is purified by flash-chromatography on silica gel (hexane:EtOAc=6:1) to afford 278 mg of the title compound as a yellow crystalline solid. The reactants are FC(C(C(C(F)(F)F)(F)F)(F)F)(S(=O)(=O)O)F (perfluorobutanesulfonic acid), [OH-].C(C1=CC=CC=C1)[N+](C)(C)C (benzyltrimethylammonium hydroxide), [OH-].C(C1=CC=CC=C1)[N+](C)(C)C (Benzyltrimethylammonium hydroxide). The product is C(C1=CC=CC=C1)[N+](C)(C)C.FC(C(C(C(F)(F)F)(F)F)(F)F)(S(=O)(=O)[O-])F (Perfluorobutanesulfonic acid benzyltrimethylammonium salt). As a reaction SMILES: [F:1][C:2]([F:17])([S:13]([OH:16])(=[O:15])=[O:14])[C:3]([F:12])([F:11])[C:4]([F:10])([F:9])[C:5]([F:8])([F:7])[F:6].[OH-].[CH2:19]([N+:26]([CH3:29])([CH3:28])[CH3:27])[C:20]1[CH:25]=[CH:24][CH:23]=[CH:22][CH:21]=1>>[CH2:19]([N+:26]([CH3:29])([CH3:28])[CH3:27])[C:20]1[CH:25]=[CH:24][CH:23]=[CH:22][CH:21]=1.[F:17][C:2]([F:1])([S:13]([O-:16])(=[O:15])=[O:14])[C:3]([F:11])([F:12])[C:4]([F:10])([F:9])[C:5]([F:8])([F:7])[F:6] |f:1.2,3.4|. Procedure: Perfluorobutanesulfonic acid benzyltrimethylammonium salt is prepared by neutralising perfluorobutanesulfonic acid and benzyltrimethylammonium hydroxide in aqueous solution. Benzyltrimethylammonium hydroxide is obtainable from Aldrich. The reactants are COc1ccc(-n2cccc2)c([N+](=O)[O-])c1, C1CCOC1, O. Yields the product COc1ccc(-n2cccc2)c(N)c1. RXN SMILES: [CH3:1][O:2][c:3]1[cH:4][c:5]([N+:14]([O-:15])=[O:16])[c:6](-[n:9]2[cH:10][cH:11][cH:12][cH:13]2)[cH:7][cH:8]1.[O:17]1[CH2:18][CH2:19][CH2:20][CH2:21]1.[OH2:22]>>[CH3:1][O:2][c:3]1[cH:4][c:5]([NH2:14])[c:6](-[n:9]2[cH:10][cH:11][cH:12][cH:13]2)[cH:7][cH:8]1. The reactants are COc1ccccc1C=O, COCC1OC(n2cnc3c(NCC(c4ccccc4)c4ccccc4)nc(CN)nc32)C(O)C1O. The product is COCC1OC(n2cnc3c(NCC(c4ccccc4)c4ccccc4)nc(CNCc4ccccc4OC)nc32)C(O)C1O. Reaction SMILES: [CH3:37][O:38][c:39]1[c:40]([CH:41]=[O:42])[cH:43][cH:44][cH:45][cH:46]1.[NH2:1][CH2:2][c:3]1[n:4][c:5]([NH:22][CH2:23][CH:24]([c:25]2[cH:26][cH:27][cH:28][cH:29][cH:30]2)[c:31]2[cH:32][cH:33][cH:34][cH:35][cH:36]2)[c:6]2[n:7][cH:8][n:9]([CH:12]3[O:13][CH:14]([CH2:19][O:20][CH3:21])[CH:15]([OH:18])[CH:16]3[OH:17])[c:10]2[n:11]1>>[NH:1]([CH2:2][c:3]1[n:4][c:5]([NH:22][CH2:23][CH:24]([c:25]2[cH:26][cH:27][cH:28][cH:29][cH:30]2)[c:31]2[cH:32][cH:33][cH:34][cH:35][cH:36]2)[c:6]2[n:7][cH:8][n:9]([CH:12]3[O:13][CH:14]([CH2:19][O:20][CH3:21])[CH:15]([OH:18])[CH:16]3[OH:17])[c:10]2[n:11]1)[CH2:41][c:40]1[c:39]([O:38][CH3:37])[cH:46][cH:45][cH:44][cH:43]1. Starting materials: C[Si](C)(C)[N-][Si](C)(C)C, COC(=O)Cl, CC1=C(c2ccccc2)C(=O)N(C(C)(C)C(=O)c2cc(F)cc(F)c2)CO1, [Li+], C1CCOC1. Yields the product COC(=O)CC1=C(c2ccccc2)C(=O)N(C(C)(C)C(=O)c2cc(F)cc(F)c2)CO1. As a reaction SMILES: [CH3:1][Si:2]([N-:3][Si:4]([CH3:5])([CH3:6])[CH3:7])([CH3:8])[CH3:9].[Cl:38][C:39](=[O:40])[O:41][CH3:42].[F:11][c:12]1[cH:13][c:14]([C:19]([C:20]([CH3:21])([CH3:22])[N:23]2[CH2:24][O:25][C:26]([CH3:36])=[C:27]([c:30]3[cH:31][cH:32][cH:33][cH:34][cH:35]3)[C:28]2=[O:29])=[O:37])[cH:15][c:16]([F:18])[cH:17]1.[Li+:10].[O:43]1[CH2:44][CH2:45][CH2:46][CH2:47]1>>[F:11][c:12]1[cH:13][c:14]([C:19]([C:20]([CH3:21])([CH3:22])[N:23]2[CH2:24][O:25][C:26]([CH2:36][C:39](=[O:40])[O:41][CH3:42])=[C:27]([c:30]3[cH:31][cH:32][cH:33][cH:34][cH:35]3)[C:28]2=[O:29])=[O:37])[cH:15][c:16]([F:18])[cH:17]1.